This data is from the Open Reaction Database (ORD), a public repository of structured organic reaction records. The task is: describe an organic reaction: reactants, conditions, products, and yield Starting materials: C(CCCCCCCCC)=O (Decanal), peptide, C[C@H]([C@H]1C(=O)N[C@@H](CSSC[C@@H](C(=O)N[C@H](C(=O)N[C@@H](C(=O)N[C@H](C(=O)N1)CCCCN)CC2=CNC3=C2C=CC=C3)CC=4C=CC=CC4)NC(=O)[C@@H](CC=5C=CC=CC5)N)C(=O)N[C@H](CO)[C@@H](C)O)O (octreotide). Run in C(#N)[BH3-].[Na+] (sodium cyanoborohydride), C(C)(=O)[O-] (acetate). Run at time 8 hour. The product is C(CCCCCCCCC)=O.C[C@H]([C@H]1C(=O)N[C@@H](CSSC[C@@H](C(=O)N[C@H](C(=O)N[C@@H](C(=O)N[C@H](C(=O)N1)CCCCN)CC2=CNC3=C2C=CC=C3)CC=4C=CC=CC4)NC(=O)[C@@H](CC=5C=CC=CC5)N)C(=O)N[C@H](CO)[C@@H](C)O)O (Decanal Octreotide). Reaction SMILES: [CH3:1][C@@H:2]([OH:71])[C@@H:3]1[NH:27][C:25](=[O:26])[C@H:24]([CH2:28][CH2:29][CH2:30][CH2:31][NH2:32])[NH:23][C:21](=[O:22])[C@@H:20]([CH2:33][C:34]2[C:38]3[CH:39]=[CH:40][CH:41]=[CH:42][C:37]=3[NH:36][CH:35]=2)[NH:19][C:17](=[O:18])[C@H:16]([CH2:43][C:44]2[CH:45]=[CH:46][CH:47]=[CH:48][CH:49]=2)[NH:15][C:13](=[O:14])[C@@H:12]([NH:50][C:51]([C@H:53]([NH2:61])[CH2:54][C:55]2[CH:56]=[CH:57][CH:58]=[CH:59][CH:60]=2)=[O:52])[CH2:11][S:10][S:9][CH2:8][C@@H:7]([C:62]([NH:64][C@@H:65]([C@H:68]([OH:70])[CH3:69])[CH2:66][OH:67])=[O:63])[NH:6][C:4]1=[O:5].C(=O)CCCCCCCCC>C([BH3-])#N.[Na+].C([O-])(=O)C>[CH:21](=[O:22])[CH2:20][CH2:33][CH2:34][CH2:38][CH2:37][CH2:42][CH2:41][CH2:40][CH3:39].[CH3:1][C@@H:2]([OH:71])[C@@H:3]1[NH:27][C:25](=[O:26])[C@H:24]([CH2:28][CH2:29][CH2:30][CH2:31][NH2:32])[NH:23][C:21](=[O:22])[C@@H:20]([CH2:33][C:34]2[C:38]3[CH:39]=[CH:40][CH:41]=[CH:42][C:37]=3[NH:36][CH:35]=2)[NH:19][C:17](=[O:18])[C@H:16]([CH2:43][C:44]2[CH:49]=[CH:48][CH:47]=[CH:46][CH:45]=2)[NH:15][C:13](=[O:14])[C@@H:12]([NH:50][C:51]([C@H:53]([NH2:61])[CH2:54][C:55]2[CH:60]=[CH:59][CH:58]=[CH:57][CH:56]=2)=[O:52])[CH2:11][S:10][S:9][CH2:8][C@@H:7]([C:62]([NH:64][C@@H:65]([C@H:68]([OH:70])[CH3:69])[CH2:66][OH:67])=[O:63])[NH:6][C:4]1=[O:5] |f:2.3,5.6|. Reported procedure: 50 mg of octreotide was dissolved in 2 mL of 20 mM sodium cyanoborohydride (Mw 62.84, NaCNBH3) (2.51 mg) solution in 0.1 M acetate buffer at pH 5. 13.7 mg of Decanal (Mw 156.27) (OCT:DCL=1:2) was added by direct injection to the peptide solution. The reaction was allowed to proceed overnight at 4° C. The mixture was separated by centrifugation. The precipitated PAL-OCT was freeze-dried.